Dataset: the Open Reaction Database (ORD), a public repository of structured organic reaction records. Task: describe an organic reaction: reactants, conditions, products, and yield Reactants: N12CCC(CC1)(CC2)C(=O)Cl (1-Azabicyclo[2.2.2]octane-4-carbonyl chloride), N[C@@H]1CN(CC1)CCC1=CC=CC=C1 ((S)-3-amino-1-(2-phenylethyl)pyrrolidine). Product: C1(=CC=CC=C1)CCN1C[C@H](CC1)NC(=O)C12CCN(CC1)CC2 ((S)-N-(1-(2-phenylethyl)pyrrolidin-3-yl)-1-azabicyclo[2.2.2]octane-4-carboxamide). Reaction SMILES: [N:1]12[CH2:8][CH2:7][C:4]([C:9](Cl)=[O:10])([CH2:5][CH2:6]1)[CH2:3][CH2:2]2.[NH2:12][C@H:13]1[CH2:17][CH2:16][N:15]([CH2:18][CH2:19][C:20]2[CH:25]=[CH:24][CH:23]=[CH:22][CH:21]=2)[CH2:14]1>>[C:20]1([CH2:19][CH2:18][N:15]2[CH2:16][CH2:17][C@H:13]([NH:12][C:9]([C:4]34[CH2:7][CH2:8][N:1]([CH2:6][CH2:5]3)[CH2:2][CH2:3]4)=[O:10])[CH2:14]2)[CH:21]=[CH:22][CH:23]=[CH:24][CH:25]=1. Procedure details: 1-Azabicyclo[2.2.2]octane-4-carbonyl chloride and (S)-3-amino-1-(2-phenylethyl)pyrrolidine were reacted under the same conditions as in Example 53 to give (S)-N-(1-(2-phenylethyl)pyrrolidin-3-yl)-1-azabicyclo[2.2.2]octane-4-carboxamide. Reactants: C(CC)N(C1CC2=C(C=CC=C2CC1)C(CC)=O)CCC (2-di-n-propylamino-8-propionyl-1,2,3,4-tetrahydronaphthalene), Cl.NO (hydroxylamine hydrochloride). Solvent: CO (methanol), O (water), O (water). Reaction conditions: time 8 hour. Yields the product C(CC)N(C1CC2=C(C=CC=C2CC1)C(CC)=NO)CCC (2-di-n-propylamino-8-(1-oximinopropyl)-1,2,3,4-tetrahydronaphthalene). Isolated yield 104.7%. RXN SMILES: [CH2:1]([N:4]([CH2:19][CH2:20][CH3:21])[CH:5]1[CH2:14][CH2:13][C:12]2[C:7](=[C:8]([C:15](=O)[CH2:16][CH3:17])[CH:9]=[CH:10][CH:11]=2)[CH2:6]1)[CH2:2][CH3:3].Cl.[NH2:23][OH:24]>CO.O>[CH2:1]([N:4]([CH2:19][CH2:20][CH3:21])[CH:5]1[CH2:14][CH2:13][C:12]2[C:7](=[C:8]([C:15](=[N:23][OH:24])[CH2:16][CH3:17])[CH:9]=[CH:10][CH:11]=2)[CH2:6]1)[CH2:2][CH3:3] |f:1.2|. Procedure: To a solution of 2-di-n-propylamino-8-propionyl-1,2,3,4-tetrahydronaphthalene (0.7 g, 2.4 mmol) (prepared as in Example 21) in methanol (40 ml) was added a solution of hydroxylamine hydrochloride (1.7 g, 24 mmol) in water (10 ml). The solution was stirred at room temperature overnight. The reaction was poured into water, the pH was adjusted to 12 and then extracted with methylene chloride. The extract was dried (Na2SO4) and concentrated to give 760 mg of crude 2-di-n-propylamino-8-(1-oximinoprop... Reactants: OC(C(=O)O)CCCCCC (2-hydroxyoctanoic acid), C(CCCCCCCCC)O (decyl alcohol). The reagents and catalysts are S(O)(O)(=O)=O (sulfuric acid). Solvent: one. Yields the product OC(C(=O)OCCCCCCCCCC)CCCCCC (Decyl 2-Hydroxyoctanoate). Yield: 77.2%. Reaction SMILES: [OH:1][CH:2]([CH2:6][CH2:7][CH2:8][CH2:9][CH2:10][CH3:11])[C:3]([OH:5])=[O:4].[CH2:12](O)[CH2:13][CH2:14][CH2:15][CH2:16][CH2:17][CH2:18][CH2:19][CH2:20][CH3:21]>S(=O)(=O)(O)O>[OH:1][CH:2]([CH2:6][CH2:7][CH2:8][CH2:9][CH2:10][CH3:11])[C:3]([O:5][CH2:12][CH2:13][CH2:14][CH2:15][CH2:16][CH2:17][CH2:18][CH2:19][CH2:20][CH3:21])=[O:4]. Procedure details: A 250 ml one neck round bottom flask equipped with a Dean Stark trap, condenser and nitrogen inlet/outlet was charged with 20.0 g (0.125 moles) 2-hydroxyoctanoic acid, 79.0 g (0.499 moles) decyl alcohol, and 0.062 g sulfuric acid. The mixture was heated to 140° for 8 hours and water was collected as the reaction proceeded. The acid was neutralized by washing three times with 50 ml saturated sodium bicarbonate solution. Approximately 50 ml ether was needed to break the emulsion. The organic layer... The reactants are NC1=NC=CC(=C1)OC=1C=CC(=NC1)NC(=O)NC(C(C)(C)C)=O (N-((5-((2-aminopyridin-4-yl)oxy)pyridin-2-yl)carbamoyl)pivalamide), CCN(C(C)C)C(C)C (DIEA), C(=O)([O-])[O-].[K+].[K+] (K2CO3), CN1CC(CC1)C(=O)O (1-methyl-pyrrolidine-3-carboxylic acid), S(=O)(Cl)Cl (thionyl chloride). The solvent is C1CCOC1 (THF), C(Cl)Cl (DCM). Reaction conditions: time 8 hour. Product: CN1CC(CC1)C(=O)NC1=NC=CC(=C1)OC=1C=NC(=CC1)NC(=O)NC(C(C)(C)C)=O (1-methyl-N-(4-((6-(3-pivaloylureido)pyridin-3-yl)oxy)pyridin-2-yl)pyrrolidine-3-carboxamide). Isolated yield 56.4%. As a reaction SMILES: [CH3:1][N:2]1[CH2:6][CH2:5][CH:4]([C:7]([OH:9])=O)[CH2:3]1.S(Cl)(Cl)=O.[NH2:14][C:15]1[CH:20]=[C:19]([O:21][C:22]2[CH:23]=[CH:24][C:25]([NH:28][C:29]([NH:31][C:32](=[O:37])[C:33]([CH3:36])([CH3:35])[CH3:34])=[O:30])=[N:26][CH:27]=2)[CH:18]=[CH:17][N:16]=1.CCN(C(C)C)C(C)C.C([O-])([O-])=O.[K+].[K+]>C(Cl)Cl.C1COCC1>[CH3:1][N:2]1[CH2:6][CH2:5][CH:4]([C:7]([NH:14][C:15]2[CH:20]=[C:19]([O:21][C:22]3[CH:27]=[N:26][C:25]([NH:28][C:29]([NH:31][C:32](=[O:37])[C:33]([CH3:35])([CH3:34])[CH3:36])=[O:30])=[CH:24][CH:23]=3)[CH:18]=[CH:17][N:16]=2)=[O:9])[CH2:3]1 |f:4.5.6|. Procedure details: A solution of 1-methyl-pyrrolidine-3-carboxylic acid (0.082 g, 0.638 mmol) in thionyl chloride (3 mL, 41.1 mmol) and DCM (3 mL) was stirred at RT for 3 h, concentrated to dryness, suspended in THF (5 mL), added to a 0° C. solution of Example C1 (0.15 g, 0.455 mmol) and DIEA (0.239 mL, 1.366 mmol) in THF (5 mL), allowed to warm to RT and stirred overnight. The mixture was treated with 10% K2CO3, extracted with DCM (4×) and the combined organics were washed with brine, dried over Na2SO4, concentra... Reactants: C(C=CC1=CC=CC=C1)(=O)Cl (cinnamoyl chloride), C1(=CC=CC=C1)S (thiophenol), N1=CC=CC=C1 (pyridine). The solvent is ClCCl (dichloromethane), ClCCl (dichloromethane). Run at time 18 hour. The product is C(C=CC1=CC=CC=C1)(=O)SC1=CC=CC=C1 (S-Phenyl Thiocinnamate). The yield is 91.2%. As a reaction SMILES: [C:1](Cl)(=[O:10])[CH:2]=[CH:3][C:4]1[CH:9]=[CH:8][CH:7]=[CH:6][CH:5]=1.[C:12]1([SH:18])[CH:17]=[CH:16][CH:15]=[CH:14][CH:13]=1.N1C=CC=CC=1>ClCCl>[C:1]([S:18][C:12]1[CH:17]=[CH:16][CH:15]=[CH:14][CH:13]=1)(=[O:10])[CH:2]=[CH:3][C:4]1[CH:9]=[CH:8][CH:7]=[CH:6][CH:5]=1. Procedure: A solution of cinnamoyl chloride (14.6 g, 87.68 mmol) in dichloromethane (100 mL) was added to a solution of thiophenol (9.55 g, 86.68 mmol) and pyridine (7 mL) in dichloromethane (150 mL) in an ice-water bath. After 18 hours at room temperature, the reaction mixture was washed with dilute hydrochloric acid (100 mL, 1N), brine (100 mL), dried (MgSO4) and was concentrated to afford 19.0 g (91%) of the desired thioester as a crystalline solid.